This data is from the Open Reaction Database (ORD), a public repository of structured organic reaction records. The task is: describe an organic reaction: reactants, conditions, products, and yield Starting materials: [OH-].[Na+] (sodium hydroxide), CC1([C@H]2CC=C([C@@H]1C2)CCO)C (2-{(1R,5S)-6,6-dimethylbicyclo[3,1,1]hept-2-en-2-yl}ethanol), Cl (hydrochloric acid), O1CCCC=C1 (2,3-dihydropyran), O1CCCC=C1 (2,3-dihydropyran). The reagents and catalysts are Cl (hydrochloric acid). Solvent: ClCCl (dichloromethane). Conditions: temperature 60 celsius, time 3 hour. Product: O1C(CCCC1)OCCC=1[C@H]2C([C@@H](CC1)C2)(C)C (2-{(1R,5S)-6,6-dimethylbicyclo[3,1,1]hept-2-en-2-yl}ethyl tetrahydropyran- 2-yl ether). The yield is 79.8%. RXN SMILES: [CH3:1][C:2]1([CH3:12])[C@H:7]2[CH2:8][C@@H:3]1[CH2:4][CH:5]=[C:6]2[CH2:9][CH2:10][OH:11].[O:13]1[CH:18]=[CH:17][CH2:16][CH2:15][CH2:14]1.Cl.[OH-].[Na+]>Cl.ClCCl>[O:13]1[CH2:18][CH2:17][CH2:16][CH2:15][CH:14]1[O:11][CH2:10][CH2:9][C:6]1[C@@H:7]2[CH2:8][C@H:3]([CH2:4][CH:5]=1)[C:2]2([CH3:12])[CH3:1] |f:3.4|. Procedure details: A solution of 2-{(1R,5S)-6,6-dimethylbicyclo[3,1,1]hept-2-en-2-yl}ethanol (61.6 g) in a minimum of dichloromethane (20 ml) was acidified by treatment with concentrated hydrochloric acid (2 drops). The solution was then treated with 2,3-dihydropyran (56 g), dropwise, at such a rate that the temperature rose to 60° C. and remained at 60° C. During the addition of the 2,3-dihydropyran the acidic nature of the mixture was maintained by the addition of one or more further small quantities of concentr... The reactants are O=C1CCC(=O)O1, ClCCl, NCCCCCN, CO. Yields the product NCCCCCNC(=O)CCC(=O)O. Reaction SMILES: [C:8]1(=[O:14])[CH2:9][CH2:10][C:11](=[O:12])[O:13]1.[CH2:17]([Cl:18])[Cl:19].[CH2:1]([CH2:2][CH2:3][CH2:4][CH2:5][NH2:6])[NH2:7].[CH3:15][OH:16]>>[CH2:1]([CH2:2][CH2:3][CH2:4][CH2:5][NH2:6])[NH:7][C:8]([CH2:9][CH2:10][C:11](=[O:12])[OH:13])=[O:14]. Starting materials: C(C)C1=NN(C2=CC=CC(=C12)NC(=O)C1=CN=C2N1C=CC=C2)CC2=CC=CC(=N2)CN2CCN(CC2)C(=O)OC(C)(C)C (tert-butyl 4-((6-((3-ethyl-4-(imidazo[1,2-a]pyridine-3-carboxamido)-1H-indazol-1-yl)methyl)pyridin-2-yl)methyl)piperazine-1-carboxylate), Cl (hydrogen chloride). The solvent is C(C)(=O)OCC (ethyl acetate). Run at time 45 minute. Product: Cl.Cl.C(C)C1=NN(C2=CC=CC(=C12)NC(=O)C1=CN=C2N1C=CC=C2)CC2=NC(=CC=C2)CN2CCNCC2 (N-(3-ethyl-1-((6-(piperazin-1-ylmethyl)pyridin-2-yl)methyl)-1H-indazol-4-yl)imidazo[1,2-a]pyridine-3-carboxamide dihydrochloride). RXN SMILES: [CH2:1]([C:3]1[C:11]2[C:6](=[CH:7][CH:8]=[CH:9][C:10]=2[NH:12][C:13]([C:15]2[N:19]3[CH:20]=[CH:21][CH:22]=[CH:23][C:18]3=[N:17][CH:16]=2)=[O:14])[N:5]([CH2:24][C:25]2[N:30]=[C:29]([CH2:31][N:32]3[CH2:37][CH2:36][N:35](C(OC(C)(C)C)=O)[CH2:34][CH2:33]3)[CH:28]=[CH:27][CH:26]=2)[N:4]=1)[CH3:2].[ClH:45]>C(OCC)(=O)C>[ClH:45].[ClH:45].[CH2:1]([C:3]1[C:11]2[C:6](=[CH:7][CH:8]=[CH:9][C:10]=2[NH:12][C:13]([C:15]2[N:19]3[CH:20]=[CH:21][CH:22]=[CH:23][C:18]3=[N:17][CH:16]=2)=[O:14])[N:5]([CH2:24][C:25]2[CH:26]=[CH:27][CH:28]=[C:29]([CH2:31][N:32]3[CH2:33][CH2:34][NH:35][CH2:36][CH2:37]3)[N:30]=2)[N:4]=1)[CH3:2] |f:3.4.5|. Procedure: To a solution of tert-butyl 4-((6-((3-ethyl-4-(imidazo[1,2-a]pyridine-3-carboxamido)-1H-indazol-1-yl)methyl)pyridin-2-yl)methyl)piperazine-1-carboxylate in ethyl acetate was added hydrogen chloride (1 mL; 4M in dioxane) and the mixture was stirred for 45 minutes. The solvent was removed under reduced pressure and the material was dried under high vacuum to give N-(3-ethyl-1-((6-(piperazin-1-ylmethyl)pyridin-2-yl)methyl)-1H-indazol-4-yl)imidazo[1,2-a]pyridine-3-carboxamide dihydrochloride (12 mg)... Reactants: C1(CC1)NC1=NC2=C(N1)C=C(C(=C2Cl)Cl)Cl (2-(Cyclopropylamino)-4,5,6-trichloro-1H-benzimidazole), C(C)(=O)OC1[C@@H](OC(C)=O)[C@@H](OC(C)=O)[C@@H](O1)COC(C)=O (1,2,3,5-tetra-O-acetyl-L-ribofuranose), C/C(=N\[Si](C)(C)C)/O[Si](C)(C)C (N,O-bis(trimethylsilyl)acetamide), FC(S(=O)(=O)O[Si](C)(C)C)(F)F (trimethylsilyl trifluoromethanesulfonate). The solvent is ClCCCl (1,2-dichloroethane). Yields the product C1(CC1)NC1=NC2=C(N1[C@@H]1[C@@H](OC(C)=O)[C@@H](OC(C)=O)[C@@H](O1)COC(C)=O)C=C(C(=C2Cl)Cl)Cl (2-(Cyclopropylamino)-4,5,6-trichloro-1-(2,3,5-tri-O-acetyl-beta-L-ribofuranosyl)-1H-benzimidazole). The yield is 51.9%. RXN SMILES: [CH:1]1([NH:4][C:5]2[NH:9][C:8]3[CH:10]=[C:11]([Cl:16])[C:12]([Cl:15])=[C:13]([Cl:14])[C:7]=3[N:6]=2)[CH2:3][CH2:2]1.C/C(/O[Si](C)(C)C)=N\[Si](C)(C)C.FC(F)(F)S(O[Si](C)(C)C)(=O)=O.C(O[CH:45]1[O:57][C@@H:56]([CH2:58][O:59][C:60](=[O:62])[CH3:61])[C@H:51]([O:52][C:53](=[O:55])[CH3:54])[C@@H:46]1[O:47][C:48](=[O:50])[CH3:49])(=O)C>ClCCCl>[CH:1]1([NH:4][C:5]2[N:9]([C@H:45]3[O:57][C@@H:56]([CH2:58][O:59][C:60](=[O:62])[CH3:61])[C@H:51]([O:52][C:53](=[O:55])[CH3:54])[C@@H:46]3[O:47][C:48](=[O:50])[CH3:49])[C:8]3[CH:10]=[C:11]([Cl:16])[C:12]([Cl:15])=[C:13]([Cl:14])[C:7]=3[N:6]=2)[CH2:3][CH2:2]1. Procedure details: 2-(Cyclopropylamino)-4,5,6-trichloro-1H-benzimidazole (1.32 g, 4.00 mmol), N,O-bis(trimethylsilyl)acetamide (1.0 mL, 0.82 g, 4.05 mmol), trimethylsilyl trifluoromethanesulfonate (0.5 mL, 0.58 g, 2.59 mmol), 1,2,3,5-tetra-O-acetyl-L-ribofuranose (1.70 g, 5.34 mmol) and 1,2-dichloroethane (12 mL) were used according to general procedure II. The product was purified by silica gel chromatography using 60:1 dichloromethane/methanol to afford 1.11 g (52%) of a yellow foam. MS (CI): m/z 534 (M+1). Reactants: C(C1=CC=CC=C1)NC(=O)C1=C(N=C(S1)N1C(NCC1)=O)C (N-benzyl-4-methyl-2-(2-oxoimidazolidin-1-yl)thiazole-5-carboxamide), C([O-])([O-])=O.[K+].[K+] (potassium carbonate), ClCC1=CC=C(C#N)C=C1 (4-(chloromethyl)benzonitrile). The solvent is CN(C=O)C (N,N-dimethylformamide). Reaction conditions: temperature 80 celsius, time 4 hour. Product: C(C1=CC=CC=C1)NC(=O)C1=C(N=C(S1)N1C(N(CC1)CC1(CC=CC=C1)C#N)=O)C (N-benzyl-2-(3-(1-cyanobenzyl)-2-oxoimidazolidin-1-yl)-4-methylthiazole-5-carboxamide). Yield: 40.0%. As a reaction SMILES: [CH2:1]([NH:8][C:9]([C:11]1[S:15][C:14]([N:16]2[CH2:20][CH2:19][NH:18][C:17]2=[O:21])=[N:13][C:12]=1[CH3:22])=[O:10])[C:2]1[CH:7]=[CH:6][CH:5]=[CH:4][CH:3]=1.[C:23](=O)([O-])[O-].[K+].[K+].ClC[C:31]1[CH:38]=[CH:37][C:34]([C:35]#[N:36])=[CH:33][CH:32]=1>CN(C)C=O>[CH2:1]([NH:8][C:9]([C:11]1[S:15][C:14]([N:16]2[CH2:20][CH2:19][N:18]([CH2:23][C:34]3([C:35]#[N:36])[CH:33]=[CH:32][CH:31]=[CH:38][CH2:37]3)[C:17]2=[O:21])=[N:13][C:12]=1[CH3:22])=[O:10])[C:2]1[CH:7]=[CH:6][CH:5]=[CH:4][CH:3]=1 |f:1.2.3|. Reported procedure: To a solution of N-benzyl-4-methyl-2-(2-oxoimidazolidin-1-yl)thiazole-5-carboxamide (0.20 g, 0.63 mmol) in anhydrous N,N-dimethylformamide (8 mL) was added potassium carbonate (0.10 g, 0.69 mmol), followed by the addition of 4-(chloromethyl)benzonitrile (0.11 g, 0.69 mmol). The reaction mixture was stirred at 80° C. for 4 hours. The solvent was concentrated in vacuo to one-fourth, then diluted with ethyl acetate (150 mL) and washed with water (150 mL). The organic layer was dried over anhydrous ... The reactants are O=C([O-])[O-], CCOC(C)=O, [Cs+], [Cs+], COC(C)(C)CI, NC1=NC2(CO1)c1cc(O)ccc1Oc1ccc(C#CC3CC3)cc12, CN(C)C=O, O. Product: COC(C)(C)COc1ccc2c(c1)C1(COC(N)=N1)c1cc(C#CC3CC3)ccc1O2. Reaction SMILES: [C:26](=[O:27])([O-:28])[O-:29].[CH3:45][CH2:46][O:47][C:48]([CH3:49])=[O:50].[Cs+:30].[Cs+:31].[I:37][CH2:38][C:39]([CH3:40])([CH3:41])[O:42][CH3:43].[NH2:1][C:2]1=[N:6][C:5]2([CH2:4][O:3]1)[c:7]1[cH:8][c:9]([OH:25])[cH:10][cH:11][c:12]1[O:13][c:14]1[cH:15][cH:16][c:17]([C:20]#[C:21][CH:22]3[CH2:23][CH2:24]3)[cH:18][c:19]12.[O:32]=[CH:33][N:34]([CH3:35])[CH3:36].[OH2:44]>>[NH2:1][C:2]1=[N:6][C:5]2([CH2:4][O:3]1)[c:7]1[cH:8][c:9]([O:25][CH2:38][C:39]([CH3:40])([CH3:41])[O:42][CH3:43])[cH:10][cH:11][c:12]1[O:13][c:14]1[cH:15][cH:16][c:17]([C:20]#[C:21][CH:22]3[CH2:23][CH2:24]3)[cH:18][c:19]12. The reactants are COC(=O)C(O)C(NC(=O)CNC(=O)OC(C)(C)C)C(=O)[O-], CCN(C(C)C)C(C)C, CN(C)C=O. The product is COC(=O)C(O)C(NC(=O)C(C)NC(=O)OC(C)(C)C)C(=O)O. Reaction SMILES: [C:1]([CH3:2])([CH3:3])([CH3:4])[O:5][C:6](=[O:7])[NH:8][CH2:9][C:10](=[O:11])[NH:12][CH:13]([CH:14]([C:15](=[O:16])[O:17][CH3:18])[OH:19])[C:20](=[O:21])[O-:22].[CH:23]([N:24]([CH2:25][CH3:26])[CH:27]([CH3:28])[CH3:29])([CH3:30])[CH3:31].[O:32]=[CH:33][N:34]([CH3:35])[CH3:36]>>[C:1]([CH3:2])([CH3:3])([CH3:4])[O:5][C:6](=[O:7])[NH:8][CH:9]([C:10](=[O:11])[NH:12][CH:13]([CH:14]([C:15](=[O:16])[O:17][CH3:18])[OH:19])[C:20](=[O:21])[OH:22])[CH3:23]. Starting materials: O=[N+]([O-])c1cc(Cl)c(F)c(Cl)c1, [H-], [Na+], CN(C)C=O, c1cn[nH]c1. Product: O=[N+]([O-])c1cc(Cl)c(-n2cccn2)c(Cl)c1. Reaction SMILES: [Cl:8][c:9]1[cH:10][c:11]([N+:17](=[O:18])[O-:19])[cH:12][c:13]([Cl:16])[c:14]1[F:15].[H-:6].[Na+:7].[O:20]=[CH:21][N:22]([CH3:23])[CH3:24].[nH:1]1[n:2][cH:3][cH:4][cH:5]1>>[n:1]1(-[c:14]2[c:9]([Cl:8])[cH:10][c:11]([N+:17](=[O:18])[O-:19])[cH:12][c:13]2[Cl:16])[n:2][cH:3][cH:4][cH:5]1. Reactants: COC=1C(=CC2=C(CCCSC2COCCO)C1)OC (2-[(1,3,4,5-tetrahydro-7,8-dimethoxy-2-benzothiepin-1-yl)methoxy]ethanol), [N+](=O)([O-])C1=CC=C(C=C1)S(=O)(=O)Cl (p-nitrobenzenesulfonyl chloride). Solvent: C(C)N(CC)CC (triethylamine). Reaction conditions: time 30 minute. The product is [N+](=O)([O-])C1=CC=C(C=C1)S(=O)(=O)OCCOCC1SCCCC2=C1C=C(C(=C2)OC)OC (2-[(1,3,4,5-tetrahydro-7,8-dimethoxy-2-benzothiepin-1-yl)methoxy]ethyl 4-nitrobenzenesulfonate). RXN SMILES: [CH3:1][O:2][C:3]1[C:4]([O:19][CH3:20])=[CH:5][C:6]2[CH:12]([CH2:13][O:14][CH2:15][CH2:16][OH:17])[S:11][CH2:10][CH2:9][CH2:8][C:7]=2[CH:18]=1.[N+:21]([C:24]1[CH:29]=[CH:28][C:27]([S:30](Cl)(=[O:32])=[O:31])=[CH:26][CH:25]=1)([O-:23])=[O:22]>C(N(CC)CC)C>[N+:21]([C:24]1[CH:25]=[CH:26][C:27]([S:30]([O:17][CH2:16][CH2:15][O:14][CH2:13][CH:12]2[C:6]3[CH:5]=[C:4]([O:19][CH3:20])[C:3]([O:2][CH3:1])=[CH:18][C:7]=3[CH2:8][CH2:9][CH2:10][S:11]2)(=[O:32])=[O:31])=[CH:28][CH:29]=1)([O-:23])=[O:22]. Procedure: To a mixture of 2-[(1,3,4,5-tetrahydro-7,8-dimethoxy-2-benzothiepin-1-yl)methoxy]ethanol and triethylamine is added p-nitrobenzenesulfonyl chloride. The reaction mixture is stirred at room temperature for 30 minutes. The reaction mixture is then extracted with aqueous sodium bicarbonate and brine. The organic layer is filtered through sodium sulfate and taken to dryness. The residue is chromatographed on silica gel to give 2-[(1,3,4,5-tetrahydro-7,8-dimethoxy-2-benzothiepin-1-yl)methoxy]ethyl 4-...